The task is: describe an organic reaction: reactants, conditions, products, and yield. This data is from the Open Reaction Database (ORD), a public repository of structured organic reaction records. The reactants are OC1=CC=C(C=O)C=C1 (4-hydroxybenzaldehyde), C(C(C)(C)C)Br (neopentyl bromide), [I-].[Na+] (sodium iodide). Yields the product C(C(C)(C)C)OC1=CC=C(C=O)C=C1 (4-(neopentyloxy)benzaldehyde). Isolated yield 99.9%. RXN SMILES: [OH:1][C:2]1[CH:9]=[CH:8][C:5]([CH:6]=[O:7])=[CH:4][CH:3]=1.[CH2:10](Br)[C:11]([CH3:14])([CH3:13])[CH3:12].[I-].[Na+]>>[CH2:10]([O:1][C:2]1[CH:9]=[CH:8][C:5]([CH:6]=[O:7])=[CH:4][CH:3]=1)[C:11]([CH3:14])([CH3:13])[CH3:12] |f:2.3|. Reported procedure: The compound was synthesized as in Example 24.1, using 4-hydroxybenzaldehyde (200 mg, 1.64 mmol) and neopentyl bromide (495 mg, 1.97 mmol) in place of 1-chloro-3,3-dimethylbutane (no sodium iodide was used) to give 4-(neopentyloxy)benzaldehyde (315 mg, quant. crude) as a yellow oil that was used without further purification or characterization. The reactants are C(C1=CC=CC=C1)N1CCC(CC1)CCCC(C1=CC=C(C=C1)N1CCCC1)=O (1-benzyl-4-[3-(4 -pyrrolidinobenzoyl)propyl]piperidine), C(\C=C\C(=O)O)(=O)O (fumaric acid). Yields the product C(\C=C\C(=O)O)(=O)O.C(C1=CC=CC=C1)N1CCC(CC1)CCCC(C1=CC=C(C=C1)N1CCCC1)=O (1-benzyl-4-(3-(4-pyrrolidinobenzoyl)propyl]piperidine fumarate). The yield is 100.2%. RXN SMILES: [CH2:1]([N:8]1[CH2:13][CH2:12][CH:11]([CH2:14][CH2:15][CH2:16][C:17](=[O:29])[C:18]2[CH:23]=[CH:22][C:21]([N:24]3[CH2:28][CH2:27][CH2:26][CH2:25]3)=[CH:20][CH:19]=2)[CH2:10][CH2:9]1)[C:2]1[CH:7]=[CH:6][CH:5]=[CH:4][CH:3]=1.[C:30]([OH:37])(=[O:36])/[CH:31]=[CH:32]/[C:33]([OH:35])=[O:34]>>[C:30]([OH:37])(=[O:36])/[CH:31]=[CH:32]/[C:33]([OH:35])=[O:34].[CH2:1]([N:8]1[CH2:9][CH2:10][CH:11]([CH2:14][CH2:15][CH2:16][C:17](=[O:29])[C:18]2[CH:19]=[CH:20][C:21]([N:24]3[CH2:28][CH2:27][CH2:26][CH2:25]3)=[CH:22][CH:23]=2)[CH2:12][CH2:13]1)[C:2]1[CH:7]=[CH:6][CH:5]=[CH:4][CH:3]=1 |f:2.3|. Procedure details: The above 1-benzyl-4-[3-(4 -pyrrolidinobenzoyl)propyl]piperidine (0.55 g) was treated with one equivalent of fumaric acid (0.16 g) and the reaction product was recrystallized from ethanol to give 0.7 g of 1-benzyl-4-(3-(4-pyrrolidinobenzoyl)propyl]piperidine fumarate as colorless crystals melting at 220°-222° C. The reactants are [H][H] (hydrogen), Cl (HCl), O1CCOCC1 (dioxane), [H][H] (hydrogen), OC=1C=C(C(=C(C(=O)OC)C1)[N+](=O)[O-])C (methyl 5-hydroxy-3-methyl-2-nitrobenzoate), [H][H] (hydrogen). Reagents/catalysts: [Pd] (Palladium on carbon). Solvent: C1CCOC1 (THF), CCOC(=O)C (EtOAc), CO (MeOH). Run at temperature 20 celsius, time 2 hour. Yields the product Cl.NC1=C(C(=O)OC)C=C(C=C1C)O (methyl 2-amino-5-hydroxy-3-methylbenzoate hydrochloride), Cl.NC1=C(C(=O)O)C=C(C=C1C)O (2-amino-5-hydroxy-3-methylbenzoate hydrochloride). The yield is 90.0%. Reaction SMILES: [OH:1][C:2]1[CH:3]=[C:4]([CH3:15])[C:5]([N+:12]([O-])=O)=[C:6]([CH:11]=1)[C:7]([O:9][CH3:10])=[O:8].[H][H].[ClH:18].O1CCOCC1>[Pd].C1COCC1.CCOC(C)=O.CO>[ClH:18].[NH2:12][C:5]1[C:4]([CH3:15])=[CH:3][C:2]([OH:1])=[CH:11][C:6]=1[C:7]([O:9][CH3:10])=[O:8].[ClH:18].[NH2:12][C:5]1[C:4]([CH3:15])=[CH:3][C:2]([OH:1])=[CH:11][C:6]=1[C:7]([OH:9])=[O:8] |f:8.9,10.11|. Procedure: Palladium on carbon (5 wt. %, wet, contains ˜50% water, 2.4 g, 0.56 mmol, 0.005 eq) is charged into a 300 mL Parr bomb. Then, methyl 5-hydroxy-3-methyl-2-nitrobenzoate (23.2 g, 0.11 mol, 1 eq) and MeOH (80 mL) are charged. The bomb is sealed, and pressurized/vented three times with hydrogen, and pressured with 100 psi hydrogen. The reaction mixture is stirred, until the hydrogen pressure is not dropping. The bomb is opened, and an HPLC sample shows that the reaction is complete. The mixture is d... The reactants are ClCCl, O=[Cr](=O)([O-])O[Cr](=O)(=O)[O-], CN(C)C=O, O, OCCCCCCOCCc1ccccn1, c1cc[nH+]cc1, c1cc[nH+]cc1. The product is O=C(O)CCCCCOCCc1ccccn1. RXN SMILES: [Cl:44][CH2:45][Cl:46].[Cr:17](=[O:18])([O:19][Cr:20]([O-:21])(=[O:22])=[O:23])([O-:24])=[O:25].[O:38]=[CH:39][N:40]([CH3:41])[CH3:42].[OH2:43].[n:1]1[c:2]([CH2:7][CH2:8][O:9][CH2:10][CH2:11][CH2:12][CH2:13][CH2:14][CH2:15][OH:16])[cH:3][cH:4][cH:5][cH:6]1.[nH+:26]1[cH:27][cH:28][cH:29][cH:30][cH:31]1.[nH+:32]1[cH:33][cH:34][cH:35][cH:36][cH:37]1>>[n:1]1[c:2]([CH2:7][CH2:8][O:9][CH2:10][CH2:11][CH2:12][CH2:13][CH2:14][C:15](=[O:16])[OH:18])[cH:3][cH:4][cH:5][cH:6]1. Reactants: FC1=CC=C(C=C1)N(C(C)=O)C1CCNCC1 (N-(4-fluoro-phenyl)-N-piperidin-4-yl-acetamide), C1(CCCCC1)=O (cyclohexanone), [BH-](OC(=O)C)(OC(=O)C)OC(=O)C.[Na+] (NaBH(OAc)3). Run in ClCCCl (DCE). Reaction conditions: time 72 hour. The product is C1(CCCCC1)N1CCC(CC1)N(C(C)=O)C1=CC=C(C=C1)F (N-(1-Cyclohexyl-piperidin-4-yl)-N-(4-fluoro-phenyl)-acetamide). As a reaction SMILES: [F:1][C:2]1[CH:7]=[CH:6][C:5]([N:8]([CH:12]2[CH2:17][CH2:16][NH:15][CH2:14][CH2:13]2)[C:9](=[O:11])[CH3:10])=[CH:4][CH:3]=1.[C:18]1(=O)[CH2:23][CH2:22][CH2:21][CH2:20][CH2:19]1.[BH-](OC(C)=O)(OC(C)=O)OC(C)=O.[Na+]>ClCCCl>[CH:18]1([N:15]2[CH2:16][CH2:17][CH:12]([N:8]([C:5]3[CH:4]=[CH:3][C:2]([F:1])=[CH:7][CH:6]=3)[C:9](=[O:11])[CH3:10])[CH2:13][CH2:14]2)[CH2:23][CH2:22][CH2:21][CH2:20][CH2:19]1 |f:2.3|. Reported procedure: N-(4-fluoro-phenyl)-N-piperidin-4-yl-acetamide (60 mg; 0.25 mmol; 1 eq.), see Example 6 for deprotection procedure, and cyclohexanone (29 mg; 0.30 mmol; 1.2 eq.) were dissolved in DCE (2 mL). NaBH(OAc)3 (108 mg; 0.51 mmol; 2 eq.) was added, and the reaction was stirred at room temperature for 72 hours and then quenched with 1N NaOH (5 mL). DCM (5 mL) was then added and the layers were separated. The aqueous layer was washed with DCM (10 mL) and the combined organic layers were dried over Na2SO4,... Reactants: CCCCC(CC)COC(=O)CCN(CC)CC, CC(=O)O, COc1ccc(I)cc1. The product is CCCCC(CC)COC(=O)C=Cc1ccc(OC)cc1. RXN SMILES: [CH2:10]([N:11]([CH2:12][CH3:26])[CH2:13][CH2:14][C:15](=[O:16])[O:17][CH2:18][CH:19]([CH2:20][CH2:21][CH2:22][CH3:23])[CH2:24][CH3:25])[CH3:27].[CH3:28][C:29](=[O:30])[OH:31].[I:1][c:2]1[cH:3][cH:4][c:5]([O:8][CH3:9])[cH:6][cH:7]1>>[c:2]1([CH:13]=[CH:14][C:15](=[O:16])[O:17][CH2:18][CH:19]([CH2:20][CH2:21][CH2:22][CH3:23])[CH2:24][CH3:25])[cH:3][cH:4][c:5]([O:8][CH3:9])[cH:6][cH:7]1. The reactants are CCOC(=O)CC#N, CC(C)(C)[O-], CCOC(=O)c1cn(C2CC2)c2c([N+](=O)[O-])c(Cl)c(F)cc2c1=O, Cl, [K+], C1COCCO1. Yields the product CCOC(=O)c1cn(C2CC2)c2c([N+](=O)[O-])c(C(C#N)C(=O)OCC)c(F)cc2c1=O. RXN SMILES: [C:25](#[N:26])[CH2:27][C:28](=[O:29])[O:30][CH2:31][CH3:32].[CH3:33][C:34]([CH3:35])([O-:36])[CH3:37].[Cl:1][c:2]1[c:3]([F:24])[cH:4][c:5]2[c:6](=[O:23])[c:7]([C:18](=[O:19])[O:20][CH2:21][CH3:22])[cH:8][n:9]([CH:15]3[CH2:16][CH2:17]3)[c:10]2[c:11]1[N+:12](=[O:13])[O-:14].[ClH:39].[K+:38].[O:40]1[CH2:41][CH2:42][O:43][CH2:44][CH2:45]1>>[c:2]1([CH:27]([C:25]#[N:26])[C:28](=[O:29])[O:30][CH2:31][CH3:32])[c:3]([F:24])[cH:4][c:5]2[c:6](=[O:23])[c:7]([C:18](=[O:19])[O:20][CH2:21][CH3:22])[cH:8][n:9]([CH:15]3[CH2:16][CH2:17]3)[c:10]2[c:11]1[N+:12](=[O:13])[O-:14]. The reactants are N1C=C(C=C1)C1=NC=CC=C1 (2-(1H-pyrrol-3-yl)pyridine), [H-].[Na+] (NaH), ClC1=NC(=CC=C1)Cl (2,6-dichloropyridine). The solvent is CN(C)C=O (DMF). Conditions: temperature 120 celsius, time 10 minute. Product: ClC1=NC(=CC=C1)N1C=C(C=C1)C1=NC=CC=C1 (2-chloro-6-(3-pyridin-2-yl-1H-pyrrol-1-yl)pyridine). RXN SMILES: [NH:1]1[CH:5]=[CH:4][C:3]([C:6]2[CH:11]=[CH:10][CH:9]=[CH:8][N:7]=2)=[CH:2]1.[H-].[Na+].[Cl:14][C:15]1[CH:20]=[CH:19][CH:18]=[C:17](Cl)[N:16]=1>CN(C=O)C>[Cl:14][C:15]1[CH:20]=[CH:19][CH:18]=[C:17]([N:1]2[CH:5]=[CH:4][C:3]([C:6]3[CH:11]=[CH:10][CH:9]=[CH:8][N:7]=3)=[CH:2]2)[N:16]=1 |f:1.2|. Procedure details: To a solution of 2-(1H-pyrrol-3-yl)pyridine (432 mg, 3.0 mmol) in DMF (15 mL) at 50° C. was added NaH (3.15 mmol, 60% suspension in oil). After 10 min, 2,6-dichloropyridine (1.33 g, 9.0 mmol) was added, and the reaction was warmed to 120° C., stirred for 18 h, then quenched with water (100 mL) and partitioned with EtOAc (100 mL). The aqueous layer was washed with additional EtOAc (2×75 mL). The combined organic extracts were dried over MgSO4, filtered, and concentrated in vacuo. The crude residu...